From a dataset of the Open Reaction Database (ORD), a public repository of structured organic reaction records. describe an organic reaction: reactants, conditions, products, and yield Reactants: solution, C(=O)(O)[O-].[Na+] (NaHCO3), C(CCC\C=C/C\C=C/C\C=C/C\C=C/CCCCC)(=O)O (Arachidonic acid), solution. Yields the product solution, C(CCC\C=C/C\C=C/C\C=C/C\C=C/CCCCC)(=O)[O-].[Na+] (sodium arachidonate). RXN SMILES: [C:1]([OH:22])(=[O:21])[CH2:2][CH2:3][CH2:4]/[CH:5]=[CH:6]\[CH2:7]/[CH:8]=[CH:9]\[CH2:10]/[CH:11]=[CH:12]\[CH2:13]/[CH:14]=[CH:15]\[CH2:16][CH2:17][CH2:18][CH2:19][CH3:20].C([O-])(O)=O.[Na+:27]>>[C:1]([O-:22])(=[O:21])[CH2:2][CH2:3][CH2:4]/[CH:5]=[CH:6]\[CH2:7]/[CH:8]=[CH:9]\[CH2:10]/[CH:11]=[CH:12]\[CH2:13]/[CH:14]=[CH:15]\[CH2:16][CH2:17][CH2:18][CH2:19][CH3:20].[Na+:27] |f:1.2,3.4|. Reported procedure: Arachidonic acid (99% pure, a product of Sigma Co., Ltd.) was dissolved in 0.1 M NaHCO3, and a 3.3 mM solution of sodium arachidonate was prepared. The solution was diluted with physiological saline to a concentration of 1 mM and used in the experiments. The 3.3 mM solution was stored in a refrigerator as a stock solution, and the 1 mM solution was newly prepared from the stock solution every time it was used. The reactants are ClC=1C=C2C(C(NC2=CC1)=O)=O (5-chloro-1H-indol-2,3-dione), BrC1=NC=CC=C1 (bromo pyridine). The product is ClC=1C=C2C(C(NC2=CC1)=O)(C1=NC=CC=C1)O (5-chloro-3-hydroxy-3-pyridin-2-yl-1,3-dihydro-2H-indol-2-one). Yield: 35.0%. RXN SMILES: [Cl:1][C:2]1[CH:3]=[C:4]2[C:8](=[CH:9][CH:10]=1)[NH:7][C:6](=[O:11])[C:5]2=[O:12].Br[C:14]1[CH:19]=[CH:18][CH:17]=[CH:16][N:15]=1>>[Cl:1][C:2]1[CH:3]=[C:4]2[C:8](=[CH:9][CH:10]=1)[NH:7][C:6](=[O:11])[C:5]2([OH:12])[C:14]1[CH:19]=[CH:18][CH:17]=[CH:16][N:15]=1. Procedure details: With 10.0 g of 5-chloro-1H-indol-2,3-dione and 25.3 g of bromo pyridine as starting materials, 5.03 g of the title compound (orange color solid) was obtained by a similar method to Step 34-3. The reactants are N,N′-Carbonyldiimidazole, COC=1C=C(C(=O)O)C=CC1C1=CN=C(O1)C (3-methoxy-4-(2-methyl-1,3-oxazol-5-yl)benzoic acid), O.NN (hydrazine monohydrate). Solvent: C1CCOC1 (THF). Conditions: temperature -10 celsius, time 1 hour. Yields the product COC=1C=C(C(=O)NN)C=CC1C1=CN=C(O1)C (3-methoxy-4-(2-methyl-1,3-oxazol-5-yl)benzohydrazide). As a reaction SMILES: [CH3:1][O:2][C:3]1[CH:4]=[C:5]([CH:9]=[CH:10][C:11]=1[C:12]1[O:16][C:15]([CH3:17])=[N:14][CH:13]=1)[C:6](O)=[O:7].O.[NH2:19][NH2:20]>C1COCC1>[CH3:1][O:2][C:3]1[CH:4]=[C:5]([CH:9]=[CH:10][C:11]=1[C:12]1[O:16][C:15]([CH3:17])=[N:14][CH:13]=1)[C:6]([NH:19][NH2:20])=[O:7] |f:1.2|. Reported procedure: N,N′-Carbonyldiimidazole (115 g) was added to a suspension of 3-methoxy-4-(2-methyl-1,3-oxazol-5-yl)benzoic acid (83.0 g) in THF (1 L) at room temperature, and the mixture was stirred for 1 hr. The reaction mixture was cooled to −10° C., hydrazine monohydrate (173 mL) was added, and the mixture was stirred at room temperature for 16 hr. The solvent in the reaction mixture was evaporated under reduced pressure, and water was added to the residue. The resultant solid was collected by filtration, w... The reactants are C1=NC=CC2=C(C=CC=C12)SC=1C=CC(=C(N)C1)[N+](=O)[O-] (5-(5-Isoquinolylsulfanyl)-2-nitroaniline), [Mn](=O)(=O)(=O)[O-].[K+] (potassium permanganate), [OH-].[Na+] (sodium hydroxide). The solvent is S(O)(O)(=O)=O (sulfuric acid), C(C)(=O)O (acetic acid). Reaction conditions: temperature 0 celsius, time 3 hour. The product is C1=NC=CC2=C(C=CC=C12)S(=O)(=O)C=1C=CC(=C(N)C1)[N+](=O)[O-] (5-(5-isoquinolylsulfonyl)-2-nitroaniline). Yield: 17.9%. As a reaction SMILES: [CH:1]1[C:10]2[C:5](=[C:6]([S:11][C:12]3[CH:13]=[CH:14][C:15]([N+:19]([O-:21])=[O:20])=[C:16]([CH:18]=3)[NH2:17])[CH:7]=[CH:8][CH:9]=2)[CH:4]=[CH:3][N:2]=1.[Mn]([O-])(=O)(=O)=[O:23].[K+].[OH-:28].[Na+]>S(=O)(=O)(O)O.C(O)(=O)C>[CH:1]1[C:10]2[C:5](=[C:6]([S:11]([C:12]3[CH:13]=[CH:14][C:15]([N+:19]([O-:21])=[O:20])=[C:16]([CH:18]=3)[NH2:17])(=[O:23])=[O:28])[CH:7]=[CH:8][CH:9]=2)[CH:4]=[CH:3][N:2]=1 |f:1.2,3.4|. Procedure details: 5-(5-Isoquinolylsulfanyl)-2-nitroaniline 300 mg (1.0 mmol) was dissolved in a mixture solution of 5% sulfuric acid 2 ml and acetic acid 6 ml, potassium permanganate 200 mg (1.3 mmol) was added in an ice bath, and the mixture was stirred for 3 hours at 0° C. After stirring at room temperature for 3 hours, the mixture was neutralized with 2N sodium hydroxide and extracted with ethyl acetate (70 ml×3). The organic layer was dried over potassium carbonate, and concentrated under reduced pressure. Th... RXN SMILES: [CH3:39][OH:40].[Cl:1][c:2]1[cH:3][cH:4][c:5]([CH:8]([CH2:9][CH2:10][CH2:11][OH:12])[c:13]2[cH:14][nH:15][c:16]3[c:17]([CH2:22][S:23][CH3:24])[cH:18][cH:19][cH:20][c:21]23)[cH:6][cH:7]1.[Cl:25][CH2:26][Cl:27].[OH:28][O:29][C:30]([c:31]1[cH:32][c:33]([Cl:34])[cH:35][cH:36][cH:37]1)=[O:38]>>[Cl:1][c:2]1[cH:3][cH:4][c:5]([CH:8]([CH2:9][CH2:10][CH2:11][OH:12])[c:13]2[cH:14][nH:15][c:16]3[c:17]([CH2:22][S:23]([CH3:24])=[O:28])[cH:18][cH:19][cH:20][c:21]23)[cH:6][cH:7]1. Product: CS(=O)Cc1cccc2c(C(CCCO)c3ccc(Cl)cc3)c[nH]c12. Reactants: CO, CSCc1cccc2c(C(CCCO)c3ccc(Cl)cc3)c[nH]c12, ClCCl, O=C(OO)c1cccc(Cl)c1. The reactants are COC=1C=C(CN2C(N(C=C2)C2CC3=CC=CC=C3CC2)=S)C=CC1OC (3-(3,4-dimethoxybenzyl)-1-(1,2,3,4-tetrahydronaphthalen-2-yl)-1,3-dihydroimidazole-2-thione), B(Br)(Br)Br (boron tribromide), O (water). The solvent is C(Cl)Cl (methylene chloride), C(Cl)Cl (methylene chloride). Run at time 16 hour. The product is OC=1C=C(CN2C(N(C=C2)C2CC3=CC=CC=C3CC2)=S)C=CC1O (3-(3,4-dihydroxybenzyl)-1-(1,2,3,4-tetrahydronaphthalen-2-yl)-1,3-dihydroimidazole-2-thione). Yield: 0.1%. As a reaction SMILES: C[O:2][C:3]1[CH:4]=[C:5]([CH:23]=[CH:24][C:25]=1[O:26]C)[CH2:6][N:7]1[CH:11]=[CH:10][N:9]([CH:12]2[CH2:21][CH2:20][C:19]3[C:14](=[CH:15][CH:16]=[CH:17][CH:18]=3)[CH2:13]2)[C:8]1=[S:22].B(Br)(Br)Br.O>C(Cl)Cl>[OH:2][C:3]1[CH:4]=[C:5]([CH:23]=[CH:24][C:25]=1[OH:26])[CH2:6][N:7]1[CH:11]=[CH:10][N:9]([CH:12]2[CH2:21][CH2:20][C:19]3[C:14](=[CH:15][CH:16]=[CH:17][CH:18]=3)[CH2:13]2)[C:8]1=[S:22]. Reported procedure: A solution of 3-(3,4-dimethoxybenzyl)-1-(1,2,3,4-tetrahydronaphthalen-2-yl)-1,3-dihydroimidazole-2-thione (900 mg, 2.37 mol), prepared as in Example 15, in methylene chloride was cooled to 0° C. under nitrogen and then boron tribromide (1M, 7.1 mL, 7.1 mmol) in an additional 10 mL of methylene chloride was added dropwise. The mixture was allowed to cool to room temperature, stirred for 16 hours and then slowly added to water. The organic layer was separated, washed with brine, dried (Na2SO4) and... Reactants: S(=O)(=O)(C)OCC1=COC2=C(O1)C=CC=C2 (2-mesyloxymethyl-1,4-benzodioxin), O (water), [H-].[Na+] (sodium hydride), CC(CC)OC1=CC=C(C=C1)O (4-(1-methylpropoxy)phenol). Run in CN(C)C=O (DMF), CN(C)C=O (DMF), CN(C)C=O (DMF). Reaction conditions: time 1 hour. Product: CC(CC)OC1=CC=C(OCC2=COC3=C(O2)C=CC=C3)C=C1 (2-[4-(1-methylpropoxy)phenoxymethyl]-1,4-benzodioxin). As a reaction SMILES: [H-].[Na+].[CH3:3][CH:4]([O:7][C:8]1[CH:13]=[CH:12][C:11]([OH:14])=[CH:10][CH:9]=1)[CH2:5][CH3:6].S(O[CH2:20][C:21]1[O:26][C:25]2[CH:27]=[CH:28][CH:29]=[CH:30][C:24]=2[O:23][CH:22]=1)(C)(=O)=O.O>CN(C=O)C>[CH3:3][CH:4]([O:7][C:8]1[CH:9]=[CH:10][C:11]([O:14][CH2:20][C:21]2[O:26][C:25]3[CH:27]=[CH:28][CH:29]=[CH:30][C:24]=3[O:23][CH:22]=2)=[CH:12][CH:13]=1)[CH2:5][CH3:6] |f:0.1|. Procedure: To sodium hydride (0.53 g, 50% in oil, 11.0 mmol) in 40 ml of DMF, under N2 at 5°, is added, dropwise and with vigorous stirring, a solution of 4-(1-methylpropoxy)phenol (1.66 g, 10.0 mmol) in 10 ml of DMF. After the mixture is stirred at RT for 1 hour, a solution of 2-mesyloxymethyl-1,4-benzodioxin (2.70 g, 11.0 mmol) in 10 ml of DMF is slowly added. The resulting reaction mixture is stirred at RT for 48 hours and is then mixed with water and extracted with ether. The combined organic extracts ... Reactants: S(=O)(=O)([O-])[O-].[Na+].[Na+] (sodium sulfate), C1(=CC=CC=C1)[C@@H](C)N ((R)-1-phenyl-ethylamine), C(C)OC(C=O)=O (oxo-acetic acid ethyl ester). Run in C1(=CC=CC=C1)C (toluene). Run at time 1 hour. Product: C(C)OC(C=N[C@H](C)C1=CC=CC=C1)=O (((R)-1-phenyl-ethylimino)-acetic acid ethyl ester). Reaction SMILES: [C:1]1([C@H:7]([NH2:9])[CH3:8])[CH:6]=[CH:5][CH:4]=[CH:3][CH:2]=1.S([O-])([O-])(=O)=O.[Na+].[Na+].[CH2:17]([O:19][C:20](=[O:23])[CH:21]=O)[CH3:18]>C1(C)C=CC=CC=1>[CH2:17]([O:19][C:20](=[O:23])[CH:21]=[N:9][C@@H:7]([C:1]1[CH:6]=[CH:5][CH:4]=[CH:3][CH:2]=1)[CH3:8])[CH3:18] |f:1.2.3|. Procedure details: To a solution of (R)-1-phenyl-ethylamine (59 g, 0.49 mmol) dissolved in toluene (500 mL) was added sodium sulfate (173 g, 1.22 mmol) followed by oxo-acetic acid ethyl ester (134 g, 0.49 mmol, 50% in toluene) dropwise. The reaction mixture was stirred at RT for 1 h. The solid was filtered and the filtrate was concentrated under vacuum to provide ((R)-1-phenyl-ethylimino)-acetic acid ethyl ester, which was dissolved in DMF (300 mL) at RT. TFA (56 g, 0.49 mmol) was added dropwise at RT, followed af... Reactants: C(C)(C)(C)OC(=O)NNC(C1=CC=C(C=C1)F)=S (N′-(4-fluoro-thiobenzoyl)-hydrazinecarboxylic acid tert-butyl ester), Cl (HCl), O1CCOCC1 (1,4-dioxane). The solvent is Hexanes. Run at time 1 hour. Product: Cl.FC1=CC=C(C(=S)NN)C=C1 (4-fluoro-thiobenzoic acid hydrazide hydrochloride salt). Reaction SMILES: C(OC([NH:8][NH:9][C:10](=[S:18])[C:11]1[CH:16]=[CH:15][C:14]([F:17])=[CH:13][CH:12]=1)=O)(C)(C)C.[ClH:19].O1CCOCC1>>[ClH:19].[F:17][C:14]1[CH:15]=[CH:16][C:11]([C:10]([NH:9][NH2:8])=[S:18])=[CH:12][CH:13]=1 |f:3.4|. Procedure: To N′-(4-fluoro-thiobenzoyl)-hydrazinecarboxylic acid tert-butyl ester (18.5 mmol) is added HCl (4 N) in 1,4-dioxane (185 mmol). The mixture is stirred at room temperature for 1 hour. Hexanes is added to further precipitate the product. The product is filtered off yielding 4-fluoro-thiobenzoic acid hydrazide hydrochloride salt: 1H NMR (400 MHz, CH3OD) δ 7.8-7.75 (m, 2H), 7.09 (t, J=11.6 Hz, 2H). LC/MS: (ES+) 171 (M+1)+.